This data is from the Open Reaction Database (ORD), a public repository of structured organic reaction records. The task is: describe an organic reaction: reactants, conditions, products, and yield The reactants are CCOC(=O)C(C)(Cc1ccc(OCCC2CN(Cc3ccc4ccccc4c3)C(=O)N2C)cc1)Oc1ccccc1, CCO, [Na+], [OH-]. The product is CN1C(=O)N(Cc2ccc3ccccc3c2)CC1CCOc1ccc(CC(C)(Oc2ccccc2)C(=O)O)cc1. Reaction SMILES: [CH2:1]([CH3:2])[O:3][C:4]([C:5]([CH2:6][c:7]1[cH:8][cH:9][c:10]([O:13][CH2:14][CH2:15][CH:16]2[N:17]([CH3:33])[C:18](=[O:32])[N:19]([CH2:21][c:22]3[cH:23][c:24]4[cH:25][cH:26][cH:27][cH:28][c:29]4[cH:30][cH:31]3)[CH2:20]2)[cH:11][cH:12]1)([O:34][c:35]1[cH:36][cH:37][cH:38][cH:39][cH:40]1)[CH3:41])=[O:42].[CH3:45][CH2:46][OH:47].[Na+:44].[OH-:43]>>[O:3]=[C:4]([C:5]([CH2:6][c:7]1[cH:8][cH:9][c:10]([O:13][CH2:14][CH2:15][CH:16]2[N:17]([CH3:33])[C:18](=[O:32])[N:19]([CH2:21][c:22]3[cH:23][c:24]4[cH:25][cH:26][cH:27][cH:28][c:29]4[cH:30][cH:31]3)[CH2:20]2)[cH:11][cH:12]1)([O:34][c:35]1[cH:36][cH:37][cH:38][cH:39][cH:40]1)[CH3:41])[OH:42]. The reactants are O=C1C(=C(C(C2=CC=CC=C12)=O)OC)C(=O)OCC (ethyl 1,4-dihydro-1,4-dioxo-3-methoxy-2-naphthoate), C1(=C(C=CC=C1)N)N (o-phenylenediamine). Run in C(C)O (ethanol). Product: OC1=C2C(=C3N=C4C=CC=CC4=NC3=C1C(=O)OCC)C=CC=C2 (ethyl 5-hydroxybenzo[a]phenazine-6-carboxylate). The yield is 92.4%. RXN SMILES: [O:1]=[C:2]1[C:11]2[C:6](=[CH:7][CH:8]=[CH:9][CH:10]=2)[C:5](=O)[C:4](OC)=[C:3]1[C:15]([O:17][CH2:18][CH3:19])=[O:16].[C:20]1([NH2:27])[CH:25]=[CH:24][CH:23]=[CH:22][C:21]=1[NH2:26]>C(O)C>[OH:1][C:2]1[C:3]([C:15]([O:17][CH2:18][CH3:19])=[O:16])=[C:4]2[C:5]([N:26]=[C:21]3[C:20](=[N:27]2)[CH:25]=[CH:24][CH:23]=[CH:22]3)=[C:6]2[CH:7]=[CH:8][CH:9]=[CH:10][C:11]=12. Procedure details: A mixture of 2.63 g of ethyl 1,4-dihydro-1,4-dioxo-3-methoxy-2-naphthoate and 1.3 g of o-phenylenediamine in 50 ml of ethanol was heated at reflux for an hour. After cooling, the precipitated solid was collected by filtration and recrystallized from ethanol to give 2.972 g (93.5% yield) of ethyl 5-hydroxybenzo[a]phenazine-6-carboxylate as yellow needles, m.p. 126°-127° C., Anal. CAlcd. (%) for C19H14N2O3 : C, 71.69; H, 4.43; N, 8.80; Found: C, 71.81; H, 4.21; N, 8.90